This data is from the Open Reaction Database (ORD), a public repository of structured organic reaction records. The task is: describe an organic reaction: reactants, conditions, products, and yield The reactants are O (water), CCOCC (Et2O), C(=O)([O-])[O-].[K+].[K+] (K2CO3), C[C@@H]1C[C@@H]([C@@H]([C@@H](C1)OC(C)=O)C)O[Si](C1=CC=CC=C1)(C1=CC=CC=C1)C(C)(C)C (Methyl (1S,3S,4R,5R)-3-t-butyldiphenylsilyloxy-4-methyl-5-acetoxy-cyclohexane), C(=O)([O-])[O-].[K+].[K+] (K2CO3). The solvent is CO (MeOH). Run at time 10 minute. Yields the product hydroxy, [Si](C1=CC=CC=C1)(C1=CC=CC=C1)(C(C)(C)C)O[C@H]1C[C@H](C[C@H]([C@H]1C)O)C(=O)OC (Methyl (1S,3S,4R,5R)-3-t-butyldiphenylsilyloxy-4-methyl-5-hydroxy-cyclohexane carboxylate). RXN SMILES: [CH3:1][C@H:2]1[CH2:7][C@@H:6]([O:8]C(=O)C)[C@@H:5]([CH3:12])[C@@H:4]([O:13][Si:14]([C:27]([CH3:30])([CH3:29])[CH3:28])([C:21]2[CH:26]=[CH:25][CH:24]=[CH:23][CH:22]=2)[C:15]2[CH:20]=[CH:19][CH:18]=[CH:17][CH:16]=2)[CH2:3]1.[C:31]([O-])([O-])=[O:32].[K+].[K+].O.CC[O:40]CC>CO>[Si:14]([O:13][C@@H:4]1[C@H:5]([CH3:12])[C@H:6]([OH:8])[CH2:7][C@H:2]([C:1]([O:32][CH3:31])=[O:40])[CH2:3]1)([C:27]([CH3:30])([CH3:29])[CH3:28])([C:15]1[CH:16]=[CH:17][CH:18]=[CH:19][CH:20]=1)[C:21]1[CH:22]=[CH:23][CH:24]=[CH:25][CH:26]=1 |f:1.2.3|. Reported procedure: To a stirred suspension of 2.1.c (R=Me, P=TBDPS, A=COOCH3) (392 mg, 0.992 mmol) in 10 ml of dry MeOH at room temperature was added dry K2CO3 (30 mg). After 10 min., a second portion of K2CO3 (19 mg) (total: 49 mg, 0.496 mmol) was added. The mixture was stirred for 6 h, then poured into water and Et2O (70 ml:50 ml). The organic layer was separated and the aqueous layer was extracted with Et2O (50 ml×3) and dried over MgSO4. Separation by flash chromatography on silica (isooctane/EtOAc) 9:1), gave... Reactants: [H][H], C1COCCO1, COc1ccc(C=Cc2ccc(N(c3ccccc3)c3ccccc3)cc2)cc1. Yields the product COc1ccc(CCc2ccc(N(c3ccccc3)c3ccccc3)cc2)cc1. RXN SMILES: [H:30][H:31].[O:32]1[CH2:33][CH2:34][O:35][CH2:36][CH2:37]1.[c:1]1([N:7]([c:8]2[cH:9][cH:10][c:11]([CH:14]=[CH:15][c:16]3[cH:17][cH:18][c:19]([O:22][CH3:23])[cH:20][cH:21]3)[cH:12][cH:13]2)[c:24]2[cH:25][cH:26][cH:27][cH:28][cH:29]2)[cH:2][cH:3][cH:4][cH:5][cH:6]1>>[c:1]1([N:7]([c:8]2[cH:9][cH:10][c:11]([CH2:14][CH2:15][c:16]3[cH:17][cH:18][c:19]([O:22][CH3:23])[cH:20][cH:21]3)[cH:12][cH:13]2)[c:24]2[cH:25][cH:26][cH:27][cH:28][cH:29]2)[cH:2][cH:3][cH:4][cH:5][cH:6]1.